Dataset: the Open Reaction Database (ORD), a public repository of structured organic reaction records. Task: describe an organic reaction: reactants, conditions, products, and yield Starting materials: O1C(CCCC1)OC[C@@H]1NC(SC1)=O ((4S)-4-[(tetrahydro-2H-pyran-2-yloxy)methyl]-1,3-thiazolidin-2-one), [H-].[Na+] (sodium hydride), BrCCCCCCC#N (7-bromoheptanonitrile), [Cl-].[NH4+] (ammonium chloride). The reagents and catalysts are [I-].C(CCC)[N+](CCCC)(CCCC)CCCC (tetrabutylammonium iodide). The solvent is CN(C)C=O (DMF). Run at temperature 50 celsius, time 8 hour. Yields the product O=C1SC[C@@H](N1CCCCCCC#N)COC1OCCCC1 (7-{(4S)-2-oxo-4-[(tetrahydro-2H-pyran-2-yloxy)methyl]-1,3-thiazolidin-3-yl}heptanenitrile). The yield is 87.4%. As a reaction SMILES: [O:1]1[CH2:6][CH2:5][CH2:4][CH2:3][CH:2]1[O:7][CH2:8][C@H:9]1[CH2:13][S:12][C:11](=[O:14])[NH:10]1.[H-].[Na+].Br[CH2:18][CH2:19][CH2:20][CH2:21][CH2:22][CH2:23][C:24]#[N:25].[Cl-].[NH4+]>CN(C=O)C.[I-].C([N+](CCCC)(CCCC)CCCC)CCC>[O:14]=[C:11]1[N:10]([CH2:18][CH2:19][CH2:20][CH2:21][CH2:22][CH2:23][C:24]#[N:25])[C@@H:9]([CH2:8][O:7][CH:2]2[CH2:3][CH2:4][CH2:5][CH2:6][O:1]2)[CH2:13][S:12]1 |f:1.2,4.5,7.8|. Procedure: To a solution of 3-4 (0.73 g, 3.4 mmol) in 10 mL DMF was added 60% sodium hydride (140 mg, 3.5 mmol) and the resulting solution was stirred for 1 hour at 50° C. whereupon 7-bromoheptanonitrile (1.1 mL, 6.8 mmol) and tetrabutylammonium iodide (50 mg) were added. The solution was stirred at 50° C. overnight afterwhich it was cooled to room temperature, slowly poured into saturated aqueous ammonium chloride solution and was extracted with ether. The organic phases were then combined and sequentiall... The reactants are C(C)(C)(C)ON=C1C=C(OC2=CC=C(C=C12)O)C1=CC2=C(C=N1)C=CS2 (6-Hydroxy-2-thieno[3,2-c]pyridin-6-yl-chromen-4-one O-tert-butyl-oxime), Cl.ClCCN1CC(CCC1)(F)F (1-(2-Chloro-ethyl)-3,3-difluoro-piperidine hydrochloride). Product: Cl.FC1(CN(CCC1)CCOC=1C=C2C(C=C(OC2=CC1)C1=CC2=C(C=N1)C=CS2)=NO)F (6-[2-(3,3-Difluoro-piperidin-1-yl)-ethoxy]-2-thieno[3,2-c]pyridin-6-yl-chromen-4-one oxime, hydrochloride). RXN SMILES: C([O:5][N:6]=[C:7]1[C:16]2[C:11](=[CH:12][CH:13]=[C:14]([OH:17])[CH:15]=2)[O:10][C:9]([C:18]2[N:23]=[CH:22][C:21]3[CH:24]=[CH:25][S:26][C:20]=3[CH:19]=2)=[CH:8]1)(C)(C)C.Cl.[Cl:28][CH2:29][CH2:30][N:31]1[CH2:36][CH2:35][CH2:34][C:33]([F:38])([F:37])[CH2:32]1>>[ClH:28].[F:37][C:33]1([F:38])[CH2:34][CH2:35][CH2:36][N:31]([CH2:30][CH2:29][O:17][C:14]2[CH:15]=[C:16]3[C:11](=[CH:12][CH:13]=2)[O:10][C:9]([C:18]2[N:23]=[CH:22][C:21]4[CH:24]=[CH:25][S:26][C:20]=4[CH:19]=2)=[CH:8][C:7]3=[N:6][OH:5])[CH2:32]1 |f:1.2,3.4|. Procedure details: 6-[2-(3,3-Difluoro-piperidin-1-yl)-ethoxy]-2-thieno[3,2-c]pyridin-6-yl-chromen-4-one oxime, hydrochloride was prepared in 67% overall yield using the method described in example 127, starting from 6-Hydroxy-2-thieno[3,2-c]pyridin-6-yl-chromen-4-one O-tert-butyl-oxime (example 127B) and 1-(2-Chloro-ethyl)-3,3-difluoro-piperidine hydrochloride.